Dataset: the Open Reaction Database (ORD), a public repository of structured organic reaction records. Task: describe an organic reaction: reactants, conditions, products, and yield Reactants: CC(=O)SC1CC(=O)N(Cc2ccc(S(=O)(=O)c3ccccc3)cc2)C1, CC(=O)Cl. Product: O=C1CC(S)CN1Cc1ccc(S(=O)(=O)c2ccccc2)cc1. As a reaction SMILES: [C:1](=[O:2])([CH3:3])[S:4][CH:5]1[CH2:6][C:7](=[O:26])[N:8]([CH2:10][c:11]2[cH:12][cH:13][c:14]([S:17](=[O:18])(=[O:19])[c:20]3[cH:21][cH:22][cH:23][cH:24][cH:25]3)[cH:15][cH:16]2)[CH2:9]1.[CH3:27][C:28](=[O:29])[Cl:30]>>[SH:4][CH:5]1[CH2:6][C:7](=[O:26])[N:8]([CH2:10][c:11]2[cH:12][cH:13][c:14]([S:17](=[O:18])(=[O:19])[c:20]3[cH:21][cH:22][cH:23][cH:24][cH:25]3)[cH:15][cH:16]2)[CH2:9]1. The reactants are O=C([O-])[O-], CS(C)=O, COc1cnc2c(Cl)ccnc2c1, [Cs+], [Cs+], Oc1ccc(Nc2nnc(-c3ccccc3)c3ccccc23)cn1. The product is COc1cnc2c(Oc3ccc(Nc4nnc(-c5ccccc5)c5ccccc45)cn3)ccnc2c1. RXN SMILES: [C:38](=[O:39])([O-:40])[O-:41].[CH3:44][S:45]([CH3:46])=[O:47].[Cl:1][c:2]1[cH:3][cH:4][n:5][c:6]2[cH:7][c:8]([O:12][CH3:13])[cH:9][n:10][c:11]12.[Cs+:42].[Cs+:43].[c:14]1(-[c:20]2[n:21][n:22][c:23]([NH:30][c:31]3[cH:32][cH:33][c:34]([OH:37])[n:35][cH:36]3)[c:24]3[cH:25][cH:26][cH:27][cH:28][c:29]23)[cH:15][cH:16][cH:17][cH:18][cH:19]1>>[c:2]1([O:37][c:34]2[cH:33][cH:32][c:31]([NH:30][c:23]3[n:22][n:21][c:20](-[c:14]4[cH:15][cH:16][cH:17][cH:18][cH:19]4)[c:29]4[c:24]3[cH:25][cH:26][cH:27][cH:28]4)[cH:36][n:35]2)[cH:3][cH:4][n:5][c:6]2[cH:7][c:8]([O:12][CH3:13])[cH:9][n:10][c:11]12. Starting materials: Cl.COC=1C=C(C=CC1)N1CCN(CC1)CC(=O)O (2-(4-(3-methoxyphenyl)piperazin-1-yl)acetic acid hydrochloride), N[C@H](C(=O)NC1=CC=C(C=C1)OC1=CC=C(C=C1)F)COCC1=CC=CC=C1 ((S)-2-amino-3-(benzyloxy)-N-(4-(4-fluorophenoxy)phenyl)propanamide). Yields the product Compound 42, C(C1=CC=CC=C1)OC[C@@H](C(=O)NC1=CC=C(C=C1)OC1=CC=C(C=C1)F)NC(CN1CCN(CC1)C1=CC(=CC=C1)OC)=O ((S)-3-(benzyloxy)-N-(4-(4-fluorophenoxy)phenyl)-2-(2-(4-(3-methoxyphenyl)piperazin-1-yl)acetamido)propanamide). Yield: 32.0%. Reaction SMILES: Cl.[CH3:2][O:3][C:4]1[CH:5]=[C:6]([N:10]2[CH2:15][CH2:14][N:13]([CH2:16][C:17]([OH:19])=O)[CH2:12][CH2:11]2)[CH:7]=[CH:8][CH:9]=1.[NH2:20][C@@H:21]([CH2:39][O:40][CH2:41][C:42]1[CH:47]=[CH:46][CH:45]=[CH:44][CH:43]=1)[C:22]([NH:24][C:25]1[CH:30]=[CH:29][C:28]([O:31][C:32]2[CH:37]=[CH:36][C:35]([F:38])=[CH:34][CH:33]=2)=[CH:27][CH:26]=1)=[O:23]>>[CH2:41]([O:40][CH2:39][C@H:21]([NH:20][C:17](=[O:19])[CH2:16][N:13]1[CH2:12][CH2:11][N:10]([C:6]2[CH:7]=[CH:8][CH:9]=[C:4]([O:3][CH3:2])[CH:5]=2)[CH2:15][CH2:14]1)[C:22]([NH:24][C:25]1[CH:30]=[CH:29][C:28]([O:31][C:32]2[CH:37]=[CH:36][C:35]([F:38])=[CH:34][CH:33]=2)=[CH:27][CH:26]=1)=[O:23])[C:42]1[CH:47]=[CH:46][CH:45]=[CH:44][CH:43]=1 |f:0.1|. Procedure: Proceeding as in Example 1, but substituting 2-(4-(3-methoxyphenyl)piperazin-1-yl)acetic acid hydrochloride and (S)-2-amino-3-(benzyloxy)-N-(4-(4-fluorophenoxy)phenyl)propanamide, gave Compound 42, (S)-3-(benzyloxy)-N-(4-(4-fluorophenoxy)phenyl)-2-(2-(4-(3-methoxyphenyl)piperazin-1-yl)acetamido)propanamide (15.7 mg, 32%). 1H-NMR (400 MHz, DMSO-D6): σ 10.22 (s, 1H), 8.01 (d, 1H), 7.60 (d, 2H), 7.26 (m, 7H), 7.11 (t, 1H), 7.01 (m, 4H), 6.50 (d, 1H), 6.43 (s, 1H), 6.37 (d, 1H), 4.70 (m, 1H), 4.52 (... The reactants are ClC1=C(CN2CCCCC2)C=CC=C1O (N-(2-chloro-3-hydroxybenzyl)piperidine), BrCCCC#N (4-bromobutyronitrile). Yields the product ClC1=C(OCCCC#N)C=CC=C1CN1CCCCC1 (4-(2-chloro-3-piperidinomethylphenoxy)butyronitrile). As a reaction SMILES: [Cl:1][C:2]1[C:14]([OH:15])=[CH:13][CH:12]=[CH:11][C:3]=1[CH2:4][N:5]1[CH2:10][CH2:9][CH2:8][CH2:7][CH2:6]1.Br[CH2:17][CH2:18][CH2:19][C:20]#[N:21]>>[Cl:1][C:2]1[C:3]([CH2:4][N:5]2[CH2:10][CH2:9][CH2:8][CH2:7][CH2:6]2)=[CH:11][CH:12]=[CH:13][C:14]=1[O:15][CH2:17][CH2:18][CH2:19][C:20]#[N:21]. Procedure: In a similar manner to that described in Example 17 2-chloro-3-hydroxybenzaldehyde (9 g) in absolute ethanol (60 ml) was treated with piperidine (11.7 ml) and sodium borohydride (2.2 g) to yield N-(2-chloro-3-hydroxybenzyl)piperidine. The piperidine thus prepared was reacted with 4-bromobutyronitrile to give 4-(2-chloro-3-piperidinomethylphenoxy)butyronitrile.